Task: describe an organic reaction: reactants, conditions, products, and yield. Dataset: the Open Reaction Database (ORD), a public repository of structured organic reaction records The reactants are COc1ccc(CC#N)cc1, CS(C)=O, ClCCOCCCl, [H-], [Na+]. Product: COc1ccc(C2(C#N)CCOCC2)cc1. As a reaction SMILES: [CH3:1][O:2][c:3]1[cH:4][cH:5][c:6]([CH2:9][C:10]#[N:11])[cH:7][cH:8]1.[CH3:21][S:22]([CH3:23])=[O:24].[Cl:14][CH2:15][CH2:16][O:17][CH2:18][CH2:19][Cl:20].[H-:13].[Na+:12]>>[CH3:1][O:2][c:3]1[cH:4][cH:5][c:6]([C:9]2([C:10]#[N:11])[CH2:15][CH2:16][O:17][CH2:18][CH2:19]2)[cH:7][cH:8]1. Starting materials: ClC1=CC=C(C=C1)CC(=O)Cl (4-chlorophenylacetyl chloride), C(C)(C)N(C(C)C)CC (N,N-diisopropylethylamine), [Cl-].[Mg+2].[Cl-] (magnesium chloride), C(CC(=O)[O-])(=O)OCC.[K+] (potassium ethyl malonate). Solvent: C(C)#N (acetonitrile), C(C)#N (acetonitrile). Run at temperature 60 celsius, time 1 hour. Yields the product ClC1=CC=C(C=C1)CC(CC(=O)OCC)=O (ethyl 4-(4-chlorophenyl)-3-oxobutanoate). Yield: 38.8%. Reaction SMILES: [C:1]([O:7][CH2:8][CH3:9])(=[O:6])[CH2:2][C:3]([O-:5])=O.[K+].C(N(CC)C(C)C)(C)C.[Cl-].[Mg+2].[Cl-].[Cl:23][C:24]1[CH:29]=[CH:28][C:27]([CH2:30]C(Cl)=O)=[CH:26][CH:25]=1>C(#N)C>[Cl:23][C:24]1[CH:29]=[CH:28][C:27]([CH2:30][C:3](=[O:5])[CH2:2][C:1]([O:7][CH2:8][CH3:9])=[O:6])=[CH:26][CH:25]=1 |f:0.1,3.4.5|. Procedure: To a suspension of potassium ethyl malonate (17.12 g, 100.6 mmol) in acetonitrile (150 mL) were added N,N-diisopropylethylamine (28 mL, 160 mmol) and magnesium chloride (12.11 g, 127.2 mmol). The resulting mixture was stirred for 1 hour. A solution of 4-chlorophenylacetyl chloride (10.12 g, 53.53 mmol) in acetonitrile (100 mL) was then added and the mixture was heated to 60° C. and stirred for 20 hours. The mixture was cooled to room temperature and concentrated under reduced pressure. The resid... The reactants are NC(CO)Cc1ccccc1, Cc1cc([N+](=O)[O-])ccc1N=C=S, [Cl-], [NH3+]C(CCl)Cc1ccccc1. Product: Cc1cc([N+](=O)[O-])ccc1N=C1NC(Cc2ccccc2)CS1. As a reaction SMILES: [CH2:1]([c:2]1[cH:3][cH:4][cH:5][cH:6][cH:7]1)[CH:8]([CH2:9][OH:10])[NH2:11].[CH3:24][c:25]1[c:26]([N:34]=[C:35]=[S:36])[cH:27][cH:28][c:29]([N+:31](=[O:32])[O-:33])[cH:30]1.[Cl-:12].[Cl:13][CH2:14][CH:15]([NH3+:16])[CH2:17][c:18]1[cH:19][cH:20][cH:21][cH:22][cH:23]1>>[CH2:1]([c:2]1[cH:3][cH:4][cH:5][cH:6][cH:7]1)[CH:8]1[CH2:9][S:36][C:35](=[N:34][c:26]2[c:25]([CH3:24])[cH:30][c:29]([N+:31](=[O:32])[O-:33])[cH:28][cH:27]2)[NH:11]1. Yields the product CC1=C2C=CC3C4CCC(=O)C4(C)CCC3C2(C=O)CCC1=O. Reactants: CC1=C2C=CC3C4CCC(=O)C4(C)CCC3C2(CO)CCC1=O, CC12CCC3C(C=CC4=CC(=O)CCC43CO)C1CCC2=O. As a reaction SMILES: [OH:1][CH2:2][C:3]12[CH2:4][CH2:5][C:6](=[O:23])[C:7]([CH3:22])=[C:8]1[CH:9]=[CH:10][CH:11]1[CH:12]3[CH2:13][CH2:14][C:15](=[O:21])[C:16]3([CH3:17])[CH2:18][CH2:19][CH:20]21.[OH:24][CH2:25][C:26]12[CH:27]3[CH:28]([CH:29]4[C:30]([CH3:33])([CH2:31][CH2:32]3)[C:34](=[O:35])[CH2:36][CH2:37]4)[CH:38]=[CH:39][C:40]1=[CH:41][C:42](=[O:43])[CH2:44][CH2:45]2>>[O:1]=[CH:2][C:3]12[CH2:4][CH2:5][C:6](=[O:23])[C:7]([CH3:22])=[C:8]1[CH:9]=[CH:10][CH:11]1[CH:12]3[CH2:13][CH2:14][C:15](=[O:21])[C:16]3([CH3:17])[CH2:18][CH2:19][CH:20]21. Starting materials: N(=NC(=O)OC(C)C)C(=O)OC(C)C (Diisopropyl azodicarboxylate), C(C)OCC=1N(C2=C(C=3N(C4=CC=C(C=C24)O)N=NN3)N1)CC(C)C (5-(Ethoxymethyl)-6-(2-methylpropyl)-6H-imidazo[4,5-c]tetraazolo[1,5-α]quinolin-8-ol), N1=CC(=CC=C1)CO (3-pyridylcarbinol), C1(=CC=CC=C1)P(C1=CC=CC=C1)C1=CC=CC=C1 (triphenylphosphine), N1=CC(=CC=C1)CO (3-pyridylcarbinol). The solvent is O1CCCC1 (tetrahydrofuran). Reaction conditions: time 30 minute. The product is C(C)OCC=1N(C2=C(C=3N(C4=CC=C(C=C24)OCC=2C=NC=CC2)N=NN3)N1)CC(C)C (5-(ethoxymethyl)-6-(2-methylpropyl)-8-(pyridin-3-ylmethoxy)-6H-imidazo[4,5-c]tetraazolo[1,5-α]quinoline). Isolated yield 85.4%. RXN SMILES: [CH2:1]([O:3][CH2:4][C:5]1[N:6]([CH2:22][CH:23]([CH3:25])[CH3:24])[C:7]2[C:16]3[C:11](=[CH:12][CH:13]=[C:14]([OH:17])[CH:15]=3)[N:10]3[N:18]=[N:19][N:20]=[C:9]3[C:8]=2[N:21]=1)[CH3:2].[N:26]1[CH:31]=[CH:30][CH:29]=[C:28]([CH2:32]O)[CH:27]=1.C1(P(C2C=CC=CC=2)C2C=CC=CC=2)C=CC=CC=1.N(C(OC(C)C)=O)=NC(OC(C)C)=O>O1CCCC1>[CH2:1]([O:3][CH2:4][C:5]1[N:6]([CH2:22][CH:23]([CH3:24])[CH3:25])[C:7]2[C:16]3[C:11](=[CH:12][CH:13]=[C:14]([O:17][CH2:32][C:28]4[CH:27]=[N:26][CH:31]=[CH:30][CH:29]=4)[CH:15]=3)[N:10]3[N:18]=[N:19][N:20]=[C:9]3[C:8]=2[N:21]=1)[CH3:2]. Procedure details: 5-(Ethoxymethyl)-6-(2-methylpropyl)-6H-imidazo[4,5-c]tetraazolo[1,5-α]quinolin-8-ol (260 mg, 0.76 mmol), was stirred in 10 mL of tetrahydrofuran (THF), 3-pyridylcarbinol (87 mg, 0.80 mmol), and triphenylphosphine (299 mg, 1.14 mmol). Diisopropyl azodicarboxylate (231 mg, 1.14 mmol) was added dropwise to the mixture. After 30 minutes, 2 additional drops of 3-pyridylcarbinol were added and the reaction was stirred overnight at ambient temperature. Analysis by thin layer chromatography indicated th... The reactants are [Na+], [OH-], CC(=O)Nc1ccc(S(N)(=O)=O)nc1. The product is Nc1ccc(S(N)(=O)=O)nc1. RXN SMILES: [Na+:16].[OH-:15].[S:1]([NH2:2])(=[O:3])(=[O:4])[c:5]1[n:6][cH:7][c:8]([NH:11][C:12](=[O:13])[CH3:14])[cH:9][cH:10]1>>[S:1]([NH2:2])(=[O:3])(=[O:4])[c:5]1[n:6][cH:7][c:8]([NH2:11])[cH:9][cH:10]1.